This data is from the Open Reaction Database (ORD), a public repository of structured organic reaction records. The task is: describe an organic reaction: reactants, conditions, products, and yield The reactants are N1=CC=CC=C1 (pyridine), [N-]=[N+]=[N-].[Na+] (NaN3), FC(S(=O)(=O)OS(=O)(=O)C(F)(F)F)(F)F (trifluoromethansulfonic anhydride), C(C1=CC=CC=C1)O[C@H]1[C@@H]([C@@H](OC1(COS(=O)(=O)C)COS(=O)(=O)C)N1C(=O)NC(=O)C(C)=C1)O (1-(3-O-Benzyl-5-O-methanesulfonyl-4-C-methanesulfonyloxymethyl-β-D-threo-pentofuranosyl)thymine). The reagents and catalysts are CN(C)C=1C=CN=CC1 (DMAP). The solvent is CN(C)C=O (DMF), [Cl-].[Na+].O (brine), ClCCl (dichloromethane). Yields the product N(=[N+]=[N-])[C@H]1[C@@H](OC([C@H]1OCC1=CC=CC=C1)(COS(=O)(=O)C)COS(=O)(=O)C)N1C(=O)NC(=O)C(C)=C1 (1-(2-Azido-3-O-benzyl-2-deoxy-5-O-methanesulfonyl-4-C-(methanesulfonyloxymethyl)-β-D-erythro-pentofuranosyl)thymine). Yield: 91.1%. Reaction SMILES: [CH2:1]([O:8][C@@H:9]1[C:13]([CH2:20][O:21][S:22]([CH3:25])(=[O:24])=[O:23])([CH2:14][O:15][S:16]([CH3:19])(=[O:18])=[O:17])[O:12][C@@H:11]([N:26]2[CH:34]=[C:32]([CH3:33])[C:30](=[O:31])[NH:29][C:27]2=[O:28])[C@H:10]1O)[C:2]1[CH:7]=[CH:6][CH:5]=[CH:4][CH:3]=1.N1C=CC=CC=1.FC(F)(F)S(OS(C(F)(F)F)(=O)=O)(=O)=O.[N-:57]=[N+:58]=[N-:59].[Na+]>CN(C1C=CN=CC=1)C.CN(C=O)C.[Cl-].[Na+].O.ClCCl>[N:57]([C@@H:10]1[C@H:9]([O:8][CH2:1][C:2]2[CH:7]=[CH:6][CH:5]=[CH:4][CH:3]=2)[C:13]([CH2:20][O:21][S:22]([CH3:25])(=[O:24])=[O:23])([CH2:14][O:15][S:16]([CH3:19])(=[O:18])=[O:17])[O:12][C@H:11]1[N:26]1[CH:34]=[C:32]([CH3:33])[C:30](=[O:31])[NH:29][C:27]1=[O:28])=[N+:58]=[N-:59] |f:3.4,7.8.9|. Procedure details: A solution of nucleoside 30 (5.35 g, 10 mmol) in anhyd dichloromethane (300 mL) was cooled to 0° C. Anhyd pyridine (8.08 mL, 100 mmol) and DMAP (4.89 g, 40 mmol) was added followed by the dropwise addition of trifluoromethansulfonic anhydride (3.3 mL, 20 mmol). After 2 h at 0° C. the reaction was quenched by the addition of ice cold sat. aq NaHCO3 (200 mL) and the reaction mixture was transferred to a separatory funnel. The phases were separated and the aq phase was extracted with dichloromethan... The yield is 85.5%. The reactants are O (water), C(C)(C)N(CC)C(C)C (diisopropylethylamine), C1(=CC=C(C=C1)S(=O)(=O)Cl)C (p-toluenesulfonyl chloride), C12C(C3CC(CC(C1)C3)C2)N2NCC2=O (2-(adamantan-2-yl)-1,2-diazetidin-3-one). Run at time 12 hour. The product is CC1=CC=C(C=C1)S(=O)(=O)N1N(C(C1)=O)C1C2CC3CC(CC1C3)C2 (1-[(4-methylphenyl)sulfonyl]-2-(adamantan-2-yl)-1,2-diazetidin-3-one). RXN SMILES: [CH:1]12[CH2:10][CH:5]3[CH2:6][CH:7]([CH2:9][CH:3]([CH2:4]3)[CH:2]1[N:11]1[C:14](=[O:15])[CH2:13][NH:12]1)[CH2:8]2.C(N(C(C)C)CC)(C)C.[C:25]1([CH3:35])[CH:30]=[CH:29][C:28]([S:31](Cl)(=[O:33])=[O:32])=[CH:27][CH:26]=1.O>ClCCl>[CH3:35][C:25]1[CH:30]=[CH:29][C:28]([S:31]([N:12]2[CH2:13][C:14](=[O:15])[N:11]2[CH:2]2[CH:3]3[CH2:4][CH:5]4[CH2:6][CH:7]([CH2:8][CH:1]2[CH2:10]4)[CH2:9]3)(=[O:33])=[O:32])=[CH:27][CH:26]=1. Procedure details: A solution of 2-(adamantan-2-yl)-1,2-diazetidin-3-one (5.00 mg, 0.0240 mmol)prepared in Process 5 of Example 1 in dichloromethane (1 mL) was added with diisopropylethylamine (9.30 mg, 0.0720 mmol) and p-toluenesulfonyl chloride (6.80 mg, 0.0360 mmol) at room temperature, and the resultant was stirred at the same temperature for 12 hours. The reaction solution was added with water and extracted with chloroform. The organic layer was dried over anhydrous sodium sulfate, concentrated in vacuo, the ... Solvent: ClCCl (dichloromethane). The reactants are CO, COc1cccc(S)c1, O=C(CCl)CCl, [Na+], [OH-], O, O. Product: COc1cccc(SCC(=O)CCl)c1. As a reaction SMILES: [CH3:19][OH:20].[CH3:7][O:8][c:9]1[cH:10][c:11]([SH:15])[cH:12][cH:13][cH:14]1.[Cl:1][CH2:2][C:3]([CH2:4][Cl:5])=[O:6].[Na+:17].[OH-:16].[OH2:18].[OH2:21]>>[Cl:1][CH2:2][C:3]([CH2:4][S:15][c:11]1[cH:10][c:9]([O:8][CH3:7])[cH:14][cH:13][cH:12]1)=[O:6]. Starting materials: COC1=CC(=CC=C1)CC(CC)Br (3-(2-Bromobutyl)phenyl methyl ether), C1(=CC=CC=C1)CC(=O)O (Phenylacetic acid), CN(C)P(=O)(N(C)C)N(C)C (HMPA), [Li]CCCC (nBuLi). Run in C1CCOC1 (THF), C1CCOC1 (THF). Conditions: temperature 0 celsius, time 1 hour. The product is COC=1C=C(C=CC1)CC(C(C(=O)O)C1=CC=CC=C1)CC (3-{[3-(Methyloxy)phenyl]methyl}-2-phenylpentanoic acid). Isolated yield 44.7%. Reaction SMILES: [C:1]1([CH2:7][C:8]([OH:10])=[O:9])[CH:6]=[CH:5][CH:4]=[CH:3][CH:2]=1.[Li]CCCC.CN(P(N(C)C)(N(C)C)=O)C.[CH3:27][O:28][C:29]1[CH:34]=[CH:33][CH:32]=[C:31]([CH2:35][CH:36](Br)[CH2:37][CH3:38])[CH:30]=1>C1COCC1>[CH3:27][O:28][C:29]1[CH:30]=[C:31]([CH2:35][CH:36]([CH2:37][CH3:38])[CH:7]([C:1]2[CH:6]=[CH:5][CH:4]=[CH:3][CH:2]=2)[C:8]([OH:10])=[O:9])[CH:32]=[CH:33][CH:34]=1. Reported procedure: Phenylacetic acid (0.84 g, 6.07 mmol) was dissolved in THF (50 mL) and cooled in an ice bath. nBuLi (2.5 M in hexanes, 5.4 mL, 13.4 mmol) was added dropwise. The mixture was stirred at 0° C. for 1 h, then at room temperature for 5 h. HMPA (0.25 mL) was added, and the stirring was continued for another 30 min. Cooled in an ice bath, a solution of 3-(2-bromobutyl)phenyl methyl ether (53) (1.77 g, 7.28 mmol) in THF (10 mL) was added dropwise. The resulting mixture was allowed to warm up to room tem... Starting materials: CCOC(=O)c1cc(O)c(OCC)c(OCC)c1, OCCc1ccc(Cl)cc1Cl, CCOC(=O)N=NC(=O)OCC, C1CCOC1, c1ccc(P(c2ccccc2)c2ccccc2)cc1. Yields the product CCOC(=O)c1cc(OCC)c(OCC)c(OCCc2ccc(Cl)cc2Cl)c1. RXN SMILES: [CH2:1]([CH3:2])[O:3][C:4]([c:5]1[cH:6][c:7]([O:15][CH2:16][CH3:17])[c:8]([O:12][CH2:13][CH3:14])[c:9]([OH:11])[cH:10]1)=[O:18].[Cl:19][c:20]1[c:21]([CH2:27][CH2:28][OH:29])[cH:22][cH:23][c:24]([Cl:26])[cH:25]1.[O:49]=[C:50]([O:51][CH2:52][CH3:53])[N:54]=[N:55][C:56]([O:57][CH2:58][CH3:59])=[O:60].[O:61]1[CH2:62][CH2:63][CH2:64][CH2:65]1.[c:30]1([P:31]([c:32]2[cH:33][cH:34][cH:35][cH:36][cH:37]2)[c:38]2[cH:39][cH:40][cH:41][cH:42][cH:43]2)[cH:44][cH:45][cH:46][cH:47][cH:48]1>>[CH2:1]([CH3:2])[O:3][C:4]([c:5]1[cH:6][c:7]([O:15][CH2:16][CH3:17])[c:8]([O:12][CH2:13][CH3:14])[c:9]([O:29][CH2:28][CH2:27][c:21]2[c:20]([Cl:19])[cH:25][c:24]([Cl:26])[cH:23][cH:22]2)[cH:10]1)=[O:18]. Reactants: ClC1=NC2=CC(=CC(=C2C(=C1C)Cl)F)F (2,4-dichloro-5,7-difluoro-3-methylquinoline), [Cl-].FC(C=1C=C(C[Zn+])C=CC1)(F)F (3-(trifluoromethyl)benzylzinc chloride). The reagents and catalysts are C=1C=CC(=CC1)[P](C=2C=CC=CC2)(C=3C=CC=CC3)[Pd]([P](C=4C=CC=CC4)(C=5C=CC=CC5)C=6C=CC=CC6)([P](C=7C=CC=CC7)(C=8C=CC=CC8)C=9C=CC=CC9)[P](C=1C=CC=CC1)(C=1C=CC=CC1)C=1C=CC=CC1 (Pd(PPh3)4). Solvent: C1CCOC1 (THF). The product is ClC1=C(C(=NC2=CC(=CC(=C12)F)F)CC1=CC(=CC=C1)C(F)(F)F)C (4-chloro-5,7-difluoro-3-methyl-2-(3-(trifluoromethyl)benzyl)-quinoline). Reaction SMILES: Cl[C:2]1[C:11]([CH3:12])=[C:10]([Cl:13])[C:9]2[C:4](=[CH:5][C:6]([F:15])=[CH:7][C:8]=2[F:14])[N:3]=1.[Cl-].[F:17][C:18]([F:28])([F:27])[C:19]1[CH:20]=[C:21]([CH:24]=[CH:25][CH:26]=1)[CH2:22][Zn+]>C1C=CC([P]([Pd]([P](C2C=CC=CC=2)(C2C=CC=CC=2)C2C=CC=CC=2)([P](C2C=CC=CC=2)(C2C=CC=CC=2)C2C=CC=CC=2)[P](C2C=CC=CC=2)(C2C=CC=CC=2)C2C=CC=CC=2)(C2C=CC=CC=2)C2C=CC=CC=2)=CC=1.C1COCC1>[Cl:13][C:10]1[C:9]2[C:4](=[CH:5][C:6]([F:15])=[CH:7][C:8]=2[F:14])[N:3]=[C:2]([CH2:22][C:21]2[CH:24]=[CH:25][CH:26]=[C:19]([C:18]([F:17])([F:27])[F:28])[CH:20]=2)[C:11]=1[CH3:12] |f:1.2,^1:32,34,53,72|. Reported procedure: Prepared according to procedure Z using 2,4-dichloro-5,7-difluoro-3-methylquinoline (350 mg, 1.411 mmol), Pd(PPh3)4 (163 mg, 0.14 mmol), 3-(trifluoromethyl)benzylzinc chloride (0.5M in THF, 2.96 mL, 1.48 mmol), and THF (3.5 mL). Purification by column chromatography (silica gel, 0-8% EtOAc in hexanes) gave 4-chloro-5,7-difluoro-3-methyl-2-(3-(trifluoromethyl)benzyl)-quinoline as a white solid. Mass Spectrum (ESI) m/e=372.0 (M+1).